From a dataset of the Open Reaction Database (ORD), a public repository of structured organic reaction records. describe an organic reaction: reactants, conditions, products, and yield Starting materials: [K] (potassium), C(Cl)C1CO1 (epichlorohydrin), C(C)(=O)C=1OC2=C(C1)C=CC=C2O (2-acetyl-7-hydroxybenzofuran), C(C)(C)N (isopropylamine). The solvent is C(C)O (ethanol). Run at temperature 100 celsius. The product is C(C)(=O)C=1OC2=C(C1)C=CC=C2OCC(CNC(C)C)O (2-acetyl-7-(2-hydroxy-3-isopropylaminopropoxy)benzofuran). Reaction SMILES: [K].[C:2]([C:5]1[O:6][C:7]2[C:13]([OH:14])=[CH:12][CH:11]=[CH:10][C:8]=2[CH:9]=1)(=[O:4])[CH3:3].[CH:15]([NH2:18])([CH3:17])[CH3:16].[CH2:19]([CH:21]1[O:23][CH2:22]1)Cl>C(O)C>[C:2]([C:5]1[O:6][C:7]2[C:13]([O:14][CH2:19][CH:21]([OH:23])[CH2:22][NH:18][CH:15]([CH3:17])[CH3:16])=[CH:12][CH:11]=[CH:10][C:8]=2[CH:9]=1)(=[O:4])[CH3:3] |^1:0|. Procedure details: A mixture of 214 mg. of potassium salt of 2-acetyl-7-hydroxybenzofuran, 70 mg. of isopropylamine and 0.8 ml. of epichlorohydrin was suspended into 5 ml. of ethanol. After heating the suspension in a sealed tube at 100° C. for 20 hours, the reaction mixture was filtered and then the solvent was evaporated under a reduced pressure. The residue was subjected to thin layer chromatography (solid support: Kieselgel PF254 made by E. Merck, developer: benzene-chloroform-methanol-28 % aqueous ammonia (17...